From a dataset of the Open Reaction Database (ORD), a public repository of structured organic reaction records. describe an organic reaction: reactants, conditions, products, and yield The reactants are ClC(=O)OC1=CC=C(C=C1)F (4-fluorophenyl chloroformate), C[Si](N1C(CCC1)=O)(C)C (1-trimethylsilyl-2-pyrrolidinone). Solvent: C1=CC=CC=C1 (benzene), C1=CC=CC=C1 (benzene). Conditions: time 30 minute. Product: FC1=CC=C(OC(=O)N2C(CCC2)=O)C=C1 (1-(4'-Fluorophenoxycarbonyl)-2-pyrrolidinone). Isolated yield 50.2%. Reaction SMILES: Cl[C:2]([O:4][C:5]1[CH:10]=[CH:9][C:8]([F:11])=[CH:7][CH:6]=1)=[O:3].C[Si](C)(C)[N:14]1[CH2:18][CH2:17][CH2:16][C:15]1=[O:19]>C1C=CC=CC=1>[F:11][C:8]1[CH:9]=[CH:10][C:5]([O:4][C:2]([N:14]2[CH2:18][CH2:17][CH2:16][C:15]2=[O:19])=[O:3])=[CH:6][CH:7]=1. Procedure: To a solution of 4-fluorophenyl chloroformate (3.55 g, 20.0 mmol) in anhydrous benzene (10 ml ) was added a solution of 1-trimethylsilyl-2-pyrrolidinone (3.46 g, 22.0 mmol) in anhydrous benzene (10 ml). The mixture was stirred at room temperature for 30 min. The reaction mixture was evaporated under reduced pressure to dryness to give a solid material. Recrystallization from 2-propanol afforded 2.24 g of colorless prisms. Yield 46.9% Reactants: O=C([O-])[O-], CCC(C)=O, OCCCCCCCCCl, [K+], [K+], O=Cc1ccc(-c2ncc(O)cn2)cc1. Product: O=Cc1ccc(-c2ncc(OCCCCCCCCO)cn2)cc1. RXN SMILES: [C:26](=[O:27])([O-:28])[O-:29].[CH3:32][C:33]([CH2:34][CH3:35])=[O:36].[Cl:16][CH2:17][CH2:18][CH2:19][CH2:20][CH2:21][CH2:22][CH2:23][CH2:24][OH:25].[K+:30].[K+:31].[OH:1][c:2]1[cH:3][n:4][c:5](-[c:8]2[cH:9][cH:10][c:11]([CH:12]=[O:13])[cH:14][cH:15]2)[n:6][cH:7]1>>[O:1]([c:2]1[cH:3][n:4][c:5](-[c:8]2[cH:9][cH:10][c:11]([CH:12]=[O:13])[cH:14][cH:15]2)[n:6][cH:7]1)[CH2:17][CH2:18][CH2:19][CH2:20][CH2:21][CH2:22][CH2:23][CH2:24][OH:25]. The reactants are [Cl-].[NH4+] (ammonium chloride), C([O-])([O-])=O.[K+].[K+] (Potassium carbonate), ClCCI (1-chloro-2-iodoethane), COC(=O)C=1C=CC(=CC1)O (methyl p-hydroxybenzoate). Solvent: C(C)OCC (diethyl ether), O (water), CN(C=O)C (N,N-dimethylformamide). Conditions: temperature 60 celsius, time 12 hour. The product is ClCCOC1=CC=C(C(=O)O)C=C1 (4-(2-Chloroethoxy)benzoic acid). Yield: 10.6%. Reaction SMILES: C(=O)([O-])[O-].[K+].[K+].[Cl:7][CH2:8][CH2:9]I.C[O:12][C:13]([C:15]1[CH:16]=[CH:17][C:18]([OH:21])=[CH:19][CH:20]=1)=[O:14].[Cl-].[NH4+]>C(OCC)C.O.CN(C)C=O>[Cl:7][CH2:8][CH2:9][O:21][C:18]1[CH:19]=[CH:20][C:15]([C:13]([OH:14])=[O:12])=[CH:16][CH:17]=1 |f:0.1.2,5.6|. Procedure details: Potassium carbonate (7.27 g, 52.6 mmol) and commercially available 1-chloro-2-iodoethane (3.6 mL, 39.5 mmol) were added to a liquid mixture of commercially available methyl p-hydroxybenzoate (2.0 g, 13.1 mmol) and N,N-dimethylformamide (50 mL) under nitrogen atmosphere at room temperature, and the mixture was heated and stirred at 60° C. for 12 hours. The mixture was cooled to mom temperature and then a saturated aqueous ammonium chloride solution, water, and diethyl ether were added to the reac...